Dataset: the Open Reaction Database (ORD), a public repository of structured organic reaction records. Task: describe an organic reaction: reactants, conditions, products, and yield Reactants: COC12CCC(N(Cc3ccccc3)Cc3ccccc3)C3Oc4c(O)ccc5c4C31CCN(C)C2C5, C1=CCCCC1, CO. Yields the product COC12CCC(N)C3Oc4c(O)ccc5c4C31CCN(C)C2C5. Reaction SMILES: [CH2:1]([N:8]([CH2:2][c:3]1[cH:4][cH:5][cH:6][cH:7][cH:31]1)[CH:9]1[CH:10]2[C:11]34[c:12]5[c:13]([c:14]([OH:29])[cH:15][cH:16][c:17]5[CH2:18][CH:19]([C:20]3([O:23][CH3:24])[CH2:21][CH2:22]1)[N:25]([CH3:28])[CH2:26][CH2:27]4)[O:30]2)[c:32]1[cH:33][cH:34][cH:35][cH:36][cH:37]1.[CH2:38]1[CH2:39][CH:40]=[CH:41][CH2:42][CH2:43]1.[CH3:44][OH:45]>>[NH2:8][CH:9]1[CH:10]2[C:11]34[c:12]5[c:13]([c:14]([OH:29])[cH:15][cH:16][c:17]5[CH2:18][CH:19]([C:20]3([O:23][CH3:24])[CH2:21][CH2:22]1)[N:25]([CH3:28])[CH2:26][CH2:27]4)[O:30]2.